From a dataset of the Open Reaction Database (ORD), a public repository of structured organic reaction records. describe an organic reaction: reactants, conditions, products, and yield The reactants are NCC(C)(C)N (1,2-diamino-2-methylpropane), C(C1=CC=CC=C1)OC(=O)Cl (benzylchloroformate). The solvent is C1(=CC=CC=C1)C (toluene), C1(=CC=CC=C1)C (toluene). Conditions: temperature -5 celsius, time 2 hour. Yields the product NC(CNC(OCC1=CC=CC=C1)=O)(C)C (phenylmethyl N-(2-amino-2-methylpropyl)carbamate). RXN SMILES: [NH2:1][CH2:2][C:3]([NH2:6])([CH3:5])[CH3:4].[CH2:7]([O:14][C:15](Cl)=[O:16])[C:8]1[CH:13]=[CH:12][CH:11]=[CH:10][CH:9]=1>C1(C)C=CC=CC=1>[NH2:6][C:3]([CH3:5])([CH3:4])[CH2:2][NH:1][C:15](=[O:16])[O:14][CH2:7][C:8]1[CH:13]=[CH:12][CH:11]=[CH:10][CH:9]=1. Reported procedure: To a 65 g sample of 1,2-diamino-2-methylpropane dissolved in 650 mL of toluene cooled to -5° C. was added dropwise over 45 minutes a toluene solution (200 mL) of benzylchloroformate (52 g, 1.18 mmol). The reaction was warmed to room temperature and stirred for 2 hours before it was filtered and the filtrate was stripped of all solvent under reduced pressure. The residue, dissolved in CH2Cl2 (100 mL), was filtered and the filtrate again was stripped of all solvent to produce the title compound (5... Reactants: C(CCC)(=O)C=1C(=C2C(=NC1)C=CS2)Cl (6-Butyryl-7-chlorothieno[3,2-b]pyridine), NC=1C(=CC=CC1)C (o-toluidine). The solvent is O1CCOCC1 (1,4-dioxan), ClCCl (dichloromethane). Product: C(CCC)(=O)C=1C(=C2C(=NC1)C=CS2)NC2=C(C=CC=C2)C (6-butyryl-7-(2-methylphenylamino)thieno[3,2-b]pyridine). The yield is 69.7%. As a reaction SMILES: [C:1]([C:6]1[C:7](Cl)=[C:8]2[S:14][CH:13]=[CH:12][C:9]2=[N:10][CH:11]=1)(=[O:5])[CH2:2][CH2:3][CH3:4].[NH2:16][C:17]1[C:18]([CH3:23])=[CH:19][CH:20]=[CH:21][CH:22]=1>O1CCOCC1.ClCCl>[C:1]([C:6]1[C:7]([NH:16][C:17]2[CH:22]=[CH:21][CH:20]=[CH:19][C:18]=2[CH3:23])=[C:8]2[S:14][CH:13]=[CH:12][C:9]2=[N:10][CH:11]=1)(=[O:5])[CH2:2][CH2:3][CH3:4]. Procedure details: 6-Butyryl-7-chlorothieno[3,2-b]pyridine (2.5 g, 0.0104 mol) and o-toluidine (2.23 g, 0,0208 mol) in 1,4-dioxan were heated under reflux for 3 hours. The solvent was evaporated under reduced pressure and the residue obtained was dissolved in dichloromethane (100 ml) and washed with 2NHCl (4×100 ml), then sodium carbonate solution (100 ml). The dichloromethane extracts were dried, filtered and evaporated under reduced pressure to give an oil, which crystallized on the addition of petroleum ether (... Starting materials: O=C([O-])[O-], Cc1ccccc1, CC1(C)Cc2c(cc(Cl)cc2B(O)O)O1, [K+], [K+], Cc1c(Br)cnc(N)c1C#N. Yields the product Cc1c(-c2cc(Cl)cc3c2CC(C)(C)O3)cnc(N)c1C#N. Reaction SMILES: [C:27](=[O:28])([O-:29])[O-:30].[CH3:33][c:34]1[cH:35][cH:36][cH:37][cH:38][cH:39]1.[Cl:12][c:13]1[cH:14][c:15]2[c:16]([c:22]([B:24]([OH:25])[OH:26])[cH:23]1)[CH2:17][C:18]([CH3:20])([CH3:21])[O:19]2.[K+:31].[K+:32].[NH2:1][c:2]1[n:3][cH:4][c:5]([Br:11])[c:6]([CH3:10])[c:7]1[C:8]#[N:9]>>[NH2:1][c:2]1[n:3][cH:4][c:5](-[c:22]2[c:16]3[c:15]([cH:14][c:13]([Cl:12])[cH:23]2)[O:19][C:18]([CH3:20])([CH3:21])[CH2:17]3)[c:6]([CH3:10])[c:7]1[C:8]#[N:9]. Reactants: IC=1N=NC(=CC1)OCC=1C(=NOC1C)C1=CC=CC=C1 (3-Iodo-6-(5-methyl-3-phenyl-isoxazol-4-ylmethoxy)-pyridazine), CNC (dimethylamine). The reagents and catalysts are [Cu]Br (copper(I) bromide). The solvent is solution. Run at time 72 hour. Product: CN(C=1N=NC(=CC1)OCC=1C(=NOC1C)C1=CC=CC=C1)C (Dimethyl-[6-(5-methyl-3-phenyl-isoxazol-4-ylmethoxy)-pyridazin-3-yl]-amine). Isolated yield 8.0%. RXN SMILES: I[C:2]1[N:3]=[N:4][C:5]([O:8][CH2:9][C:10]2[C:11]([C:16]3[CH:21]=[CH:20][CH:19]=[CH:18][CH:17]=3)=[N:12][O:13][C:14]=2[CH3:15])=[CH:6][CH:7]=1.[CH3:22][NH:23][CH3:24]>[Cu]Br>[CH3:22][N:23]([CH3:24])[C:2]1[N:3]=[N:4][C:5]([O:8][CH2:9][C:10]2[C:11]([C:16]3[CH:21]=[CH:20][CH:19]=[CH:18][CH:17]=3)=[N:12][O:13][C:14]=2[CH3:15])=[CH:6][CH:7]=1. Procedure: 3-Iodo-6-(5-methyl-3-phenyl-isoxazol-4-ylmethoxy)-pyridazine (500 mg, 1.3 mmol) was dissolved in an ethanolic solution of dimethylamine (7.5 mL of a 33% solution, excess). After addition of copper(I) bromide (219 mg, 1.5 mmol) the mixture was stirred for 72 h at room temperature followed by heating to 50° C. for 3 h. Then the solvent was evaporated and the residue was stirred with ethyl acetate and saturated aqueous Seignette salt solution. The organic phase was dried with sodium sulfate and eva... Starting materials: [Al+3], C=C1CC(=O)OC1=O, [Cl-], [Cl-], [Cl-], Clc1ccc(-c2ccccc2)cc1, Clc1ccccc1Cl, O, O=S(=O)(O)O. Product: C=C(CC(=O)c1ccc(-c2ccc(Cl)cc2)cc1)C(=O)O. As a reaction SMILES: [Al+3:2].[C:5]1(=[O:12])[C:6](=[CH2:7])[CH2:8][C:9](=[O:10])[O:11]1.[Cl-:1].[Cl-:3].[Cl-:4].[Cl:13][c:14]1[cH:15][cH:16][c:17](-[c:20]2[cH:21][cH:22][cH:23][cH:24][cH:25]2)[cH:18][cH:19]1.[Cl:31][c:32]1[cH:33][cH:34][cH:35][cH:36][c:37]1[Cl:38].[OH2:39].[S:26](=[O:27])(=[O:28])([OH:29])[OH:30]>>[C:5]([C:6](=[CH2:7])[CH2:8][C:9](=[O:10])[c:23]1[cH:22][cH:21][c:20](-[c:17]2[cH:16][cH:15][c:14]([Cl:13])[cH:19][cH:18]2)[cH:25][cH:24]1)([OH:11])=[O:12]. The reactants are Brc1cccnc1Oc1ccc(Nc2nc3ccccc3s2)cc1, O=C1C=CCC1, CN(C1CCCCC1)C1CCCCC1, C1COCCO1. The product is O=C1C=C(c2cccnc2Oc2ccc(Nc3nc4ccccc4s3)cc2)CC1. As a reaction SMILES: [Br:1][c:2]1[c:3]([O:8][c:9]2[cH:10][cH:11][c:12]([NH:15][c:16]3[s:17][c:18]4[c:19]([n:20]3)[cH:21][cH:22][cH:23][cH:24]4)[cH:13][cH:14]2)[n:4][cH:5][cH:6][cH:7]1.[C:25]1(=[O:30])[CH:26]=[CH:27][CH2:28][CH2:29]1.[CH3:31][N:32]([CH:33]1[CH2:34][CH2:35][CH2:36][CH2:37][CH2:38]1)[CH:39]1[CH2:40][CH2:41][CH2:42][CH2:43][CH2:44]1.[O:45]1[CH2:46][CH2:47][O:48][CH2:49][CH2:50]1>>[c:2]1([C:27]2=[CH:26][C:25](=[O:30])[CH2:29][CH2:28]2)[c:3]([O:8][c:9]2[cH:10][cH:11][c:12]([NH:15][c:16]3[s:17][c:18]4[c:19]([n:20]3)[cH:21][cH:22][cH:23][cH:24]4)[cH:13][cH:14]2)[n:4][cH:5][cH:6][cH:7]1. The reactants are ClC1=C(C=CC(=C1)OC)CC(=O)NC (2-(2-chloro-4-methoxy-phenyl)-N-methyl-acetamide), C1CC(=O)N(C1=O)Br (NBS), C(C1=CC=CC=C1)OOCC1=CC=CC=C1 (benzyl peroxide). The solvent is C(Cl)(Cl)(Cl)Cl (CCl4). Reaction conditions: temperature 80 celsius. The product is BrC(C(=O)NC)C1=C(C=C(C=C1)OC)Cl (2-Bromo-2-(2-chloro-4-methoxy-phenyl)-N-methyl-acetamide). Isolated yield 61.4%. As a reaction SMILES: [Cl:1][C:2]1[CH:7]=[C:6]([O:8][CH3:9])[CH:5]=[CH:4][C:3]=1[CH2:10][C:11]([NH:13][CH3:14])=[O:12].C1C(=O)N([Br:22])C(=O)C1.C(OOCC1C=CC=CC=1)C1C=CC=CC=1>C(Cl)(Cl)(Cl)Cl>[Br:22][CH:10]([C:3]1[CH:4]=[CH:5][C:6]([O:8][CH3:9])=[CH:7][C:2]=1[Cl:1])[C:11]([NH:13][CH3:14])=[O:12]. Reported procedure: A mixture of 2-(2-chloro-4-methoxy-phenyl)-N-methyl-acetamide (70a) (0.22 g, 1.03 mmol), NBS (183 mg, 1.03 mmol), and 70% benzyl peroxide (36 mg, 0.103 mmol) in 6 mL of CCl4 was refluxed at 80° C. for three hours, cooled to room temperature, filtered, and concentrated in vacuo. The residue was purified by flash column chromatography eluting with 1:1 EtOAc and hexanes to provide 185 mg white solid as the intermediate 70b. 1H NMR (300 MHz, CDCl3) δ 7.42 (d, 1H, J=8.85 Hz), 6.90 (d, 1H, J=2.63 Hz),...